This data is from the Open Reaction Database (ORD), a public repository of structured organic reaction records. The task is: describe an organic reaction: reactants, conditions, products, and yield The reactants are O=C(Cl)C(=O)Cl, CN1CCOCC1, CN(C)C=O, ClCCl, O=C(O)CN1CCC(c2ccc(F)cc2)(c2ccc(F)cc2)C1=O, Nc1ccc(C(F)(F)F)cc1. The product is O=C(CN1CCC(c2ccc(F)cc2)(c2ccc(F)cc2)C1=O)Nc1ccc(C(F)(F)F)cc1. As a reaction SMILES: [C:25]([Cl:26])(=[O:27])[C:28]([Cl:29])=[O:30].[CH3:42][N:43]1[CH2:44][CH2:45][O:46][CH2:47][CH2:48]1.[CH3:52][N:53]([CH3:54])[CH:55]=[O:56].[Cl:49][CH2:50][Cl:51].[F:1][c:2]1[cH:3][cH:4][c:5]([C:8]2([c:18]3[cH:19][cH:20][c:21]([F:24])[cH:22][cH:23]3)[C:9](=[O:17])[N:10]([CH2:13][C:14](=[O:15])[OH:16])[CH2:11][CH2:12]2)[cH:6][cH:7]1.[F:31][C:32]([c:33]1[cH:34][cH:35][c:36]([NH2:37])[cH:38][cH:39]1)([F:40])[F:41]>>[F:1][c:2]1[cH:3][cH:4][c:5]([C:8]2([c:18]3[cH:19][cH:20][c:21]([F:24])[cH:22][cH:23]3)[C:9](=[O:17])[N:10]([CH2:13][C:14](=[O:15])[NH:37][c:36]3[cH:35][cH:34][c:33]([C:32]([F:31])([F:40])[F:41])[cH:39][cH:38]3)[CH2:11][CH2:12]2)[cH:6][cH:7]1. The reactants are terephthalic acid polyester, C(C1=CC=C(C(=O)O)C=C1)(=O)O (terephthalic acid), OCC(O)CO (glycerol), glycol, C(C)(=O)[O-].[Pb+2].C(C)(=O)[O-] (lead acetate). Reagents/catalysts: CCCC[O-].CCCC[O-].CCCC[O-].CCCC[O-].[Ti+4] (butyl titanate). The product is C1=CC2=C(C=C1C(=O)O)C(=O)OC2=O (trimellitic acid anhydride). RXN SMILES: [C:1]([OH:12])(=[O:11])[C:2]1[CH:10]=[CH:9][C:5]([C:6]([OH:8])=[O:7])=[CH:4][CH:3]=1.[OH:13][CH2:14]C(CO)O.C([O-])(=O)C.[Pb+2].C([O-])(=O)C>CCCC[O-].CCCC[O-].CCCC[O-].CCCC[O-].[Ti+4]>[CH:9]1[C:5]([C:6]([OH:8])=[O:7])=[CH:4][C:3]2[C:14]([O:11][C:1](=[O:12])[C:2]=2[CH:10]=1)=[O:13] |f:2.3.4,5.6.7.8.9|. Procedure: 380 g of a terephthalic acid polyester of 1.0 mol of terephthalic acid, 0.38 mol of glycerol and 0.72 mol of glycol containing approximately 6.0% by weight of hydroxyl groups and catalytic quantities of lead acetate and butyl titanate are then introduced one after another and stirred homogeneously into the reaction mixture. After condensation for one hour at 170° C., 2 hours at 200° C. and 2 hours at 220° C., Reaction SMILES: [CH2:20]([Cl:21])[Cl:22].[CH3:12][NH:13][O:14][CH3:15].[Cl:1][c:2]1[cH:3][cH:4][cH:5][c:6]([C:8](=[O:9])[OH:10])[n:7]1.[ClH:11].[S:16]([Cl:17])([Cl:18])=[O:19]>>[Cl:1][c:2]1[cH:3][cH:4][cH:5][c:6]([C:8](=[O:10])[N:13]([CH3:12])[O:14][CH3:15])[n:7]1. Product: CON(C)C(=O)c1cccc(Cl)n1. Starting materials: ClCCl, CNOC, O=C(O)c1cccc(Cl)n1, Cl, O=S(Cl)Cl.